Dataset: the Open Reaction Database (ORD), a public repository of structured organic reaction records. Task: describe an organic reaction: reactants, conditions, products, and yield Reactants: FC=1C=CC(=C(C1)O)[N+](=O)[O-] (5-fluoro-2-nitrophenol), C([O-])([O-])=O.[K+].[K+] (potassium carbonate), BrCC(=O)OCC (ethyl bromoacetate). Run in C(C)#N (acetonitrile). Yields the product FC=1C=CC(=C(OCC(=O)OCC)C1)[N+](=O)[O-] (ethyl 5-fluoro-2-nitrophenoxyacetate). The yield is 89.6%. RXN SMILES: [F:1][C:2]1[CH:3]=[CH:4][C:5]([N+:9]([O-:11])=[O:10])=[C:6]([OH:8])[CH:7]=1.C(=O)([O-])[O-].[K+].[K+].Br[CH2:19][C:20]([O:22][CH2:23][CH3:24])=[O:21]>C(#N)C>[F:1][C:2]1[CH:3]=[CH:4][C:5]([N+:9]([O-:11])=[O:10])=[C:6]([CH:7]=1)[O:8][CH2:19][C:20]([O:22][CH2:23][CH3:24])=[O:21] |f:1.2.3|. Procedure: To a mixture consisting of 5-fluoro-2-nitrophenol (47.1 g), acetonitrile (300 ml) and potassium carbonate (46 g) was added ethyl bromoacetate (60.1 g) dropwise at a temperature from 50° to 60° C., followed by a five-hour refluxing under heating and then filtration under cooling. The resulting filtrate was subjected to distillation under reduced pressure, and then dissolved in toluene (350 ml). The resulting toluene solution was washed with water, a 5% aqueous solution of potassium hydroxide, and... The reactants are SC1=C(C(=O)O)C=CC=C1 (2-mercaptobenzoic acid), C(C)(C)O (isopropanol), S(O)(O)(=O)=O (sulfuric acid). Run in C1=CC=CC=C1 (benzene). Yields the product SC1=C(C(=O)OC(C)C)C=CC=C1 (isopropyl 2-mercaptobenzoate). RXN SMILES: [SH:1][C:2]1[CH:10]=[CH:9][CH:8]=[CH:7][C:3]=1[C:4]([OH:6])=[O:5].[CH:11](O)([CH3:13])[CH3:12].S(=O)(=O)(O)O>C1C=CC=CC=1>[SH:1][C:2]1[CH:10]=[CH:9][CH:8]=[CH:7][C:3]=1[C:4]([O:6][CH:11]([CH3:13])[CH3:12])=[O:5]. Procedure details: Using a procedure similar to Example I, a mixture of 50.0 g (0.32 mole) of 2-mercaptobenzoic acid, 60 g (1.0 mole) of anhydrous isopropanol, 200 ml of benzene and 1.0 g of sulfuric acid (98%) was heated at reflux for 22 hours and yielded isopropyl 2-mercaptobenzoate: 13.2 g (20.1% of theory), bp 92°-93°C/0.7 mm.